From a dataset of the Open Reaction Database (ORD), a public repository of structured organic reaction records. describe an organic reaction: reactants, conditions, products, and yield Reactants: C[O-], COc1cc2c(cc1OC)C(=O)CCS2, Cl, CCOC(=O)C(F)(F)F, [Na+], C1CCOC1. Yields the product COc1cc2c(cc1OC)C(=O)C(C(=O)C(F)(F)F)CS2. RXN SMILES: [CH3:10][O-:11].[CH3:13][O:14][c:15]1[cH:16][c:17]2[c:22]([cH:23][c:24]1[O:25][CH3:26])[S:21][CH2:20][CH2:19][C:18]2=[O:27].[ClH:28].[F:1][C:2]([C:3]([O:5][CH2:4][CH3:6])=[O:7])([F:8])[F:9].[Na+:12].[O:29]1[CH2:30][CH2:31][CH2:32][CH2:33]1>>[F:1][C:2]([C:3](=[O:5])[CH:19]1[C:18](=[O:27])[c:17]2[cH:16][c:15]([O:14][CH3:13])[c:24]([O:25][CH3:26])[cH:23][c:22]2[S:21][CH2:20]1)([F:8])[F:9]. Starting materials: ClC1=CC(=C(NC)C=C1)[N+](=O)[O-] (4-Chloro-2-nitro-N-methylaniline), NN (hydrazine), CO (methanol). Reagents/catalysts: [Ni] (Raney-Nickel). The product is ClC1=CC(C(C=C1)(N)C)N (4-Chloro-1-methyl-o-phenylenediamine). Yield: 84.0%. As a reaction SMILES: [Cl:1][C:2]1[CH:9]=[CH:8][C:5]([NH:6]C)=[C:4]([N+:10]([O-])=O)[CH:3]=1.NN.[CH3:15]O>[Ni]>[Cl:1][C:2]1[CH:9]=[CH:8][C:5]([CH3:15])([NH2:6])[CH:4]([NH2:10])[CH:3]=1. Procedure: 32.5 g (0.175M) of 4-Chloro-2-nitro-N-methylaniline of A above are added gradually to 24 g Raney-Nickel (wet) and 48 g hydrazine in methanol. A large amount of heat is generated. After the addition is complete, the solution is heated to reflux for 3 hours and filtered to remove the metal catalyst. The solvent is removed and the residue dissolved in methylene chloride. The methylene chloride solution is extracted with water and the mixture is filtered to remove the emulsion. The layers are separa... Starting materials: 1a, CN(CC(C)O)C (1-dimethylamino-2-propanol), COC1=C(C=C(CCl)C=C1)[N+](=O)[O-] (4-methoxy-3-nitrobenzyl chloride). The solvent is O (water). Product: [Cl-].[N+](=O)([O-])C=1C=C(C[N+](C)(C)CC(C)O)C=CC1OC (N-(3-nitro-4-methoxybenzyl)-N-(2-hydroxypropyl)-N,N-dimethylammonium chloride). RXN SMILES: [CH3:1][N:2]([CH3:7])[CH2:3][CH:4]([OH:6])[CH3:5].[CH3:8][O:9][C:10]1[CH:17]=[CH:16][C:13]([CH2:14][Cl:15])=[CH:12][C:11]=1[N+:18]([O-:20])=[O:19]>O>[Cl-:15].[N+:18]([C:11]1[CH:12]=[C:13]([CH:16]=[CH:17][C:10]=1[O:9][CH3:8])[CH2:14][N+:2]([CH2:3][CH:4]([OH:6])[CH3:5])([CH3:7])[CH3:1])([O-:20])=[O:19] |f:3.4|. Procedure: Proceeding in a manner similar to that described above in D - 1a, 16 parts of 1-dimethylamino-2-propanol and 32 parts of 4-methoxy-3-nitrobenzyl chloride were interacted in 14 parts of water to obtain N-(3-nitro-4-methoxybenzyl)-N-(2-hydroxypropyl)-N,N-dimethylammonium chloride. The product was not isolated but was used directly in solution for reduction of the nitro group. The reactants are [BH4-], CC(=O)c1cc(Cl)c(Nc2nc3ccc(Br)cc3c3c(=O)[nH]ccc23)c(Cl)c1, CO, [Na+]. Product: CC(O)c1cc(Cl)c(Nc2nc3ccc(Br)cc3c3c(=O)[nH]ccc23)c(Cl)c1. RXN SMILES: [BH4-:29].[C:1]([CH3:2])(=[O:3])[c:4]1[cH:5][c:6]([Cl:28])[c:7]([NH:11][c:12]2[n:13][c:14]3[c:15]([c:16]4[c:17](=[O:22])[nH:18][cH:19][cH:20][c:21]24)[cH:23][c:24]([Br:27])[cH:25][cH:26]3)[c:8]([Cl:10])[cH:9]1.[CH3:31][OH:32].[Na+:30]>>[CH:1]([CH3:2])([OH:3])[c:4]1[cH:5][c:6]([Cl:28])[c:7]([NH:11][c:12]2[n:13][c:14]3[c:15]([c:16]4[c:17](=[O:22])[nH:18][cH:19][cH:20][c:21]24)[cH:23][c:24]([Br:27])[cH:25][cH:26]3)[c:8]([Cl:10])[cH:9]1. Run in CN(C)C=O (DMF). Procedure: 100 mg (0.36 mmol) 7-methoxy-3-piperidin-4-yl-1,3,4,5-tetrahydro-1,3-benzodiazepin-2-one, 110 mg (0.37 mmol) 7-chloro-5-(6-chloropyrimidin-4-yloxy)-2-methyl-1H-benzo[d]-imidazole and 0.14 mL (0.81 mmol) DIPEA in 2.0 mL DMF were stirred for 3 h at RT and 4 h at 40° C. The reaction mixture was mixed with water. The precipitate formed was suction filtered, washed and dried. The substance was purified by preparative HPLC-MS. The fractions containing product were combined and freeze-dried. Reactants: O (water), COC=1C=CC2=C(CCN(C(N2)=O)C2CCNCC2)C1 (7-methoxy-3-piperidin-4-yl-1,3,4,5-tetrahydro-1,3-benzodiazepin-2-one), ClC1=CC(=CC2=C1NC(=N2)C)OC2=NC=NC(=C2)Cl (7-chloro-5-(6-chloropyrimidin-4-yloxy)-2-methyl-1H-benzo[d]-imidazole), CCN(C(C)C)C(C)C (DIPEA). Reaction SMILES: [CH3:1][O:2][C:3]1[CH:4]=[CH:5][C:6]2[NH:12][C:11](=[O:13])[N:10]([CH:14]3[CH2:19][CH2:18][NH:17][CH2:16][CH2:15]3)[CH2:9][CH2:8][C:7]=2[CH:20]=1.[Cl:21][C:22]1[C:27]2[NH:28][C:29]([CH3:31])=[N:30][C:26]=2[CH:25]=[C:24]([O:32][C:33]2[CH:38]=[C:37](Cl)[N:36]=[CH:35][N:34]=2)[CH:23]=1.CCN(C(C)C)C(C)C.O>CN(C=O)C>[Cl:21][C:22]1[C:27]2[NH:28][C:29]([CH3:31])=[N:30][C:26]=2[CH:25]=[C:24]([O:32][C:33]2[N:34]=[CH:35][N:36]=[C:37]([N:17]3[CH2:18][CH2:19][CH:14]([N:10]4[CH2:9][CH2:8][C:7]5[CH:20]=[C:3]([O:2][CH3:1])[CH:4]=[CH:5][C:6]=5[NH:12][C:11]4=[O:13])[CH2:15][CH2:16]3)[CH:38]=2)[CH:23]=1. Product: ClC1=CC(=CC2=C1NC(=N2)C)OC2=CC(=NC=N2)N2CCC(CC2)N2C(NC1=C(CC2)C=C(C=C1)OC)=O (3-(1-(6-(7-chloro-2-methyl-1H-benzo[d]imidazol-5-yloxy)pyrimidin-4-yl)piperidin-4-yl)-7-methoxy-4,5-dihydro-1H-benzo[d][1,3]diazepin-2(3H)-one). Reactants: FC1=CC=C(C=C1)C(CCN(CCN)C)C1=NC=CC=C1 (N-[3-(4-fluorophenyl)-3-(2-pyridyl)propyl]-N-methyl-1,2-ethanediamine), C(#N)NC(OC1=CC=CC=C1)=NCCCOC1=CC(=CC=C1)CN1CCCCC1 (N-cyano-O-phenyl-N'-[3-[3-(piperidinomethyl)phenoxy]propyl]isourea). Yields the product C(#N)NC(=NCCCOC1=CC(=CC=C1)CN1CCCCC1)NCCN(C)CCC(C1=NC=CC=C1)C1=CC=C(C=C1)F (N-cyano-N'-[2-[N-[3-(4-fluorophenyl)-3-(2-pyridyl)propyl]-N-methylamino]ethyl]-N"-[3-[3-(piperidinomethyl)phenoxy]propyl]guanidine). RXN SMILES: [F:1][C:2]1[CH:7]=[CH:6][C:5]([CH:8]([C:16]2[CH:21]=[CH:20][CH:19]=[CH:18][N:17]=2)[CH2:9][CH2:10][N:11]([CH3:15])[CH2:12][CH2:13][NH2:14])=[CH:4][CH:3]=1.[C:22]([NH:24][C:25](=[N:33][CH2:34][CH2:35][CH2:36][O:37][C:38]1[CH:43]=[CH:42][CH:41]=[C:40]([CH2:44][N:45]2[CH2:50][CH2:49][CH2:48][CH2:47][CH2:46]2)[CH:39]=1)OC1C=CC=CC=1)#[N:23]>>[C:22]([NH:24][C:25]([NH:14][CH2:13][CH2:12][N:11]([CH2:10][CH2:9][CH:8]([C:5]1[CH:6]=[CH:7][C:2]([F:1])=[CH:3][CH:4]=1)[C:16]1[CH:21]=[CH:20][CH:19]=[CH:18][N:17]=1)[CH3:15])=[N:33][CH2:34][CH2:35][CH2:36][O:37][C:38]1[CH:43]=[CH:42][CH:41]=[C:40]([CH2:44][N:45]2[CH2:46][CH2:47][CH2:48][CH2:49][CH2:50]2)[CH:39]=1)#[N:23]. Reported procedure: Preparation is effected analogously to Example 1, using 0.7 g (2.4 mmol) of N-[3-(4-fluorophenyl)-3-(2-pyridyl)propyl]-N-methyl-1,2-ethanediamine and 0.95 g (2.4 mmol) of N-cyano-O-phenyl-N'-[3-[3-(piperidinomethyl)phenoxy]propyl]isourea as starting materials. Working up by chromatography analogously to Example 1 yields the purified title compound in the form of a viscous oil; MS (+FAB method): m/z (rel. int.[%])=586 ([M+H]+, 1), 214 (100).